This data is from the Open Reaction Database (ORD), a public repository of structured organic reaction records. The task is: describe an organic reaction: reactants, conditions, products, and yield The reactants are ON=C1C(CCCC1)CC#N (2-(hydroxyimino)cyclohexaneacetonitrile), C1(=CC=CC=C1)S(=O)(=O)Cl (benzenesulfonyl chloride), [OH-].[Na+] (sodium hydroxide). Solvent: CC(=O)C.O (acetone water). The product is O=C1CCCCC(N1)CC#N (hexahydro-7-oxo-1H-azepine-2-acetonitrile). Reaction SMILES: O[N:2]=[C:3]1[CH2:8][CH2:7][CH2:6][CH2:5][CH:4]1[CH2:9][C:10]#[N:11].C1(S(Cl)(=O)=[O:19])C=CC=CC=1.[OH-].[Na+]>CC(C)=O.O>[O:19]=[C:3]1[NH:2][CH:4]([CH2:9][C:10]#[N:11])[CH2:5][CH2:6][CH2:7][CH2:8]1 |f:2.3,4.5|. Reported procedure: The product of Example 150 is reacted with benzenesulfonyl chloride and sodium hydroxide in acetone/water by the method of Example 67 to generate the title compound. Reactants: C([O-])([O-])=O.[K+].[K+] (potassium carbonate), FC1=CC=C(CBr)C=C1 (4-fluorobenzyl bromide), OC=1C=CC2=C(C=C(CCC2)C(=O)OC)C1 (methyl 2-hydroxy-6,7-dihydro-5H-benzocycloheptene-8-carboxylate). The solvent is CN(C)C=O (DMF). Reaction conditions: time 15 hour. Product: FC1=CC=C(COC=2C=CC3=C(C=C(CCC3)C(=O)OC)C2)C=C1 (methyl 2-(4-fluorobenzyloxy)-6,7-dihydro-5H-benzocycloheptene-8-carboxylate). Yield: 99.3%. Reaction SMILES: [OH:1][C:2]1[CH:3]=[CH:4][C:5]2[CH2:11][CH2:10][CH2:9][C:8]([C:12]([O:14][CH3:15])=[O:13])=[CH:7][C:6]=2[CH:16]=1.C(=O)([O-])[O-].[K+].[K+].[F:23][C:24]1[CH:31]=[CH:30][C:27]([CH2:28]Br)=[CH:26][CH:25]=1>CN(C=O)C>[F:23][C:24]1[CH:31]=[CH:30][C:27]([CH2:28][O:1][C:2]2[CH:3]=[CH:4][C:5]3[CH2:11][CH2:10][CH2:9][C:8]([C:12]([O:14][CH3:15])=[O:13])=[CH:7][C:6]=3[CH:16]=2)=[CH:26][CH:25]=1 |f:1.2.3|. Procedure details: To methyl 2-hydroxy-6,7-dihydro-5H-benzocycloheptene-8-carboxylate (327 mg, 1.50 mmol) dissolved in DMF (6 ml) were added potassium carbonate (415 mg, 3.00 mmol) and 4-fluorobenzyl bromide (0.206 ml, 1.65 mmol), and the resulting mixture was stirred at room temperature for 15 hours. The reaction mixture was concentrated under reduced pressure, ethyl acetate (40 ml) was added to the residue and the resulting mixture was washed with water (5 ml×3) and an aqueous saturated solution of sodium chlori... Starting materials: FC1=CC=C(CN(C2=NC=CC=C2)CCN(CCN)C)C=C1 (N-[2-[N-(4-fluorobenzyl)-N-(2-pyridyl)amino]ethyl]-N-methyl-1,2-ethanediamine), C(=O)(N1C=NC=C1)N1C=NC=C1 (1,1'-carbonyldiimidazole), CN(C)CC1=CC=C(CSCCN)O1 (2-[[5-[(dimethylamino)methyl]-furfuryl]thio]ethylamine). The product is CN(C)CC1=CC=C(CSCCNC(=O)NCCN(C)CCN(C2=NC=CC=C2)CC2=CC=C(C=C2)F)O1 (N-[2-[[5-[(dimethylamino)methyl]furfuryl]thio]ethyl]-N'-[2-[N-[2-[N-(4-fluorobenzyl)-N-(2-pyridyl)amino]ethyl]-N-methylamino]ethyl]urea). As a reaction SMILES: [F:1][C:2]1[CH:22]=[CH:21][C:5]([CH2:6][N:7]([CH2:14][CH2:15][N:16]([CH3:20])[CH2:17][CH2:18][NH2:19])[C:8]2[CH:13]=[CH:12][CH:11]=[CH:10][N:9]=2)=[CH:4][CH:3]=1.[C:23](N1C=CN=C1)(N1C=CN=C1)=[O:24].[CH3:35][N:36]([CH2:38][C:39]1[O:48][C:42]([CH2:43][S:44][CH2:45][CH2:46][NH2:47])=[CH:41][CH:40]=1)[CH3:37]>>[CH3:37][N:36]([CH2:38][C:39]1[O:48][C:42]([CH2:43][S:44][CH2:45][CH2:46][NH:47][C:23]([NH:19][CH2:18][CH2:17][N:16]([CH2:15][CH2:14][N:7]([CH2:6][C:5]2[CH:21]=[CH:22][C:2]([F:1])=[CH:3][CH:4]=2)[C:8]2[CH:13]=[CH:12][CH:11]=[CH:10][N:9]=2)[CH3:20])=[O:24])=[CH:41][CH:40]=1)[CH3:35]. Procedure details: Preparation is effected analogously to Example 63, using 0.56 g (1.8 mmol) of N-[2-[N-(4-fluorobenzyl)-N-(2-pyridyl)amino]ethyl]-N-methyl-1,2-ethanediamine and the equimolar amounts of 1,1'-carbonyldiimidazole and 2-[[5-[(dimethylamino)methyl]-furfuryl]thio]ethylamine as starting materials. Working up by chromatography analogously to Example 1 yields the purified title compound in the form of a viscous oil; MS(+FAB method): m/z (rel. int. [%])=543 ([M+H]+, 14), 109 (100); IR (KBr): 1641 cm-1 (C=... Product: C(C)(C)(C)OC(=O)N1CC2C=CCC(C2C1)CN=[N+]=[N-] ((1RS,2RS,6RS)-8-tert-Butoxycarbonyl-2-azidomethyl-8-azabicyclo[4.3.0]non-4-ene). Run in CN(C=O)C (N,N-dimethylformamide). Starting materials: C(C)(C)(C)OC(=O)N1CC2C=CCC(C2C1)COS(=O)(=O)C1=CC=C(C=C1)C ((1RS,2RS,6RS)-8-tert-butyloxycarbonyl-2-(4-toluenesulphonyloxymethyl)-8-azabicyclo[4.3.0]non-4-ene), [N-]=[N+]=[N-].[Na+] (sodium azide). As a reaction SMILES: [C:1]([O:5][C:6]([N:8]1[CH2:16][CH:15]2[CH:10]([CH:11]=[CH:12][CH2:13][CH:14]2[CH2:17]OS(C2C=CC(C)=CC=2)(=O)=O)[CH2:9]1)=[O:7])([CH3:4])([CH3:3])[CH3:2].[N-:29]=[N+:30]=[N-:31].[Na+]>CN(C)C=O>[C:1]([O:5][C:6]([N:8]1[CH2:16][CH:15]2[CH:10]([CH:11]=[CH:12][CH2:13][CH:14]2[CH2:17][N:29]=[N+:30]=[N-:31])[CH2:9]1)=[O:7])([CH3:4])([CH3:3])[CH3:2] |f:1.2|. Procedure: A solution of 33 g (0.08 mol) of (1RS,2RS,6RS)-8-tert-butyloxycarbonyl-2-(4-toluenesulphonyloxymethyl)-8-azabicyclo[4.3.0]non-4-ene (title compound from Example K.5.) and 15.8 g (0.24 mol) of sodium azide in 200 ml of N,N-dimethylformamide is stirred at 70° C. for 40 h. After cooling, the solution is diluted with water (500 ml) and extracted three times with 250 ml of petroleum ether on each occasion. The combined organic phase is washed with 5% strength sodium hydrogen carbonate solution, dried... Reactants: ClC=1C(=NC=NC1Cl)N (5,6-dichloropyrimidin-4-amine), NCC1CCN(CC1)C(=O)OC(C)(C)C (tert-butyl 4-(aminomethyl)piperidine-1-carboxylate), O(C1=CC=CC=C1)C1=CC=C(C=C1)B(O)O ((4-phenoxyphenyl)boronic acid), CC(=CC(=O)Cl)C (3-methylbut-2-enoyl chloride). Product: NC1=C(C(=NC=N1)NCC1CCN(CC1)C(C=C(C)C)=O)C1=CC=C(C=C1)OC1=CC=CC=C1 (1-(4-(((6-amino-5-(4-phenoxyphenyl)pyrimidin-4-yl)amino)methyl)piperidin-1-yl)-3-methylbut-2-en-1-one). As a reaction SMILES: Cl[C:2]1[C:3]([NH2:9])=[N:4][CH:5]=[N:6][C:7]=1Cl.[NH2:10][CH2:11][CH:12]1[CH2:17][CH2:16][N:15]([C:18]([O:20]C(C)(C)C)=O)[CH2:14][CH2:13]1.[O:25]([C:32]1[CH:37]=[CH:36][C:35](B(O)O)=[CH:34][CH:33]=1)[C:26]1[CH:31]=[CH:30][CH:29]=[CH:28][CH:27]=1.[CH3:41][C:42]([CH3:47])=[CH:43]C(Cl)=O>>[NH2:9][C:3]1[N:4]=[CH:5][N:6]=[C:7]([NH:10][CH2:11][CH:12]2[CH2:13][CH2:14][N:15]([C:18](=[O:20])[CH:41]=[C:42]([CH3:47])[CH3:43])[CH2:16][CH2:17]2)[C:2]=1[C:29]1[CH:30]=[CH:31][C:26]([O:25][C:32]2[CH:37]=[CH:36][CH:35]=[CH:34][CH:33]=2)=[CH:27][CH:28]=1. Procedure: 1-(4-(((6-amino-5-(4-phenoxyphenyl)pyrimidin-4-yl)amino)methyl)piperidin-1-yl)-3-methylbut-2-en-1-one was prepared from 5,6-dichloropyrimidin-4-amine, tert-butyl 4-(aminomethyl)piperidine-1-carboxylate, (4-phenoxyphenyl)boronic acid, and 3-methylbut-2-enoyl chloride using methods B, C, D, and F. HPLC purity: 100%. MS: m/z=458 [M+H]+. Reactants: ON1C(CCC1=O)=O (N-hydroxysuccinimide), ClC(COC(=O)Cl)(Cl)Cl (2,2,2-trichloroethylchloroformate), C(C)(=O)OCC (ethyl acetate), resultant solution. The solvent is N1=CC=CC=C1 (pyridine). Product: ClC(COC(=O)ON1C(CCC1=O)=O)(Cl)Cl (N-(2,2,2-trichloroethoxycarbonyloxy) succinimide). As a reaction SMILES: [OH:1][N:2]1[C:6](=[O:7])[CH2:5][CH2:4][C:3]1=[O:8].C(OCC)(=O)C.[Cl:15][C:16]([Cl:23])([Cl:22])[CH2:17][O:18][C:19](Cl)=[O:20]>N1C=CC=CC=1>[Cl:15][C:16]([Cl:23])([Cl:22])[CH2:17][O:18][C:19]([O:1][N:2]1[C:6](=[O:7])[CH2:5][CH2:4][C:3]1=[O:8])=[O:20]. Reported procedure: Dissolve 5.75 gm. of N-hydroxysuccinimide in 200 ml. ethyl acetate and 4 gm. of pyridine; cool the resultant solution to 0° C. To this solution, add 10.6 gm. 2,2,2-trichloroethylchloroformate dropwise over a period of 1.5 hours. Filter the resultant mixture and evaporate the filtrate to dryness. Wash the thereby formed needles with hexane to obtain N-(2,2,2-trichloroethoxycarbonyloxy) succinimide, m.p. 98°-101° C.; ν max. (CHCl3) 1825, 1790, 1750, 1185, 826 cm.-1, δ (CDCl3) 2.85 (4H, s, --CO(CH2... The reactants are C([O-])([O-])=O (carbonate), C(C1=CC=CC=C1)C=1C(=CC=C2C=C(C(OC12)=O)NC(OCC1=CC=CC=C1)=O)O[C@@H]1OC([C@@H]([C@@H]2[C@H]1OC(O2)=O)OC)(C)C (Benzyl 8-benzyl-7-((3aR,4R,7R,7aR)-7-methoxy-6,6-dimethyl-2-oxotetrahydro-3aH-[1,3]dioxolo[4,5-c]pyran-4-yloxy)-2-oxo-2H-chromen-3-ylcarbamate), CCN=C=NCCCN(C)C (EDCI), N1C(=CC2=CC=CC=C12)C(=O)O (1H-indole-2-carboxylic acid), amine. Reagents/catalysts: [Pd] (Palladium on carbon). Solvent: CO (MeOH), C(Cl)Cl (CH2Cl2), C(C)N(CC)CC (Triethylamine), C1CCOC1 (THF), N1=CC=CC=C1.C(Cl)Cl (pyridine CH2Cl2). Reaction conditions: time 12 hour. The product is C(C1=CC=CC=C1)C=1C(=CC=C2C=C(C(OC12)=O)NC(=O)C=1NC2=CC=CC=C2C1)O[C@@H]1OC([C@@H]([C@H]([C@H]1O)O)OC)(C)C (N-(8-benzyl-7-((2R,3R,4S,5R)-3,4-dihydroxy-5-methoxy-6,6-dimethyltetrahydro-2H-pyran-2-yloxy)-2-oxo-2H-chromen-3-yl)-1H-indole-2-carboxamide). Isolated yield 4.3%. As a reaction SMILES: [CH2:1]([C:8]1[C:9]([O:30][C@H:31]2[C@@H:36]3[O:37]C(=O)[O:39][C@@H:35]3[C@@H:34]([O:41][CH3:42])[C:33]([CH3:44])([CH3:43])[O:32]2)=[CH:10][CH:11]=[C:12]2[C:17]=1[O:16][C:15](=[O:18])[C:14]([NH:19][C:20](=[O:29])OCC1C=CC=CC=1)=[CH:13]2)[C:2]1[CH:7]=[CH:6][CH:5]=[CH:4][CH:3]=1.CCN=C=NCCCN(C)C.[NH:56]1[C:64]2[C:59](=[CH:60][CH:61]=[CH:62][CH:63]=2)[CH:58]=[C:57]1C(O)=O.C(=O)([O-])[O-]>[Pd].C1COCC1.N1C=CC=CC=1.C(Cl)Cl.CO.C(Cl)Cl.C(N(CC)CC)C>[CH2:1]([C:8]1[C:9]([O:30][C@H:31]2[C@H:36]([OH:37])[C@H:35]([OH:39])[C@@H:34]([O:41][CH3:42])[C:33]([CH3:43])([CH3:44])[O:32]2)=[CH:10][CH:11]=[C:12]2[C:17]=1[O:16][C:15](=[O:18])[C:14]([NH:19][C:20]([C:57]1[NH:56][C:64]3[C:59]([CH:58]=1)=[CH:60][CH:61]=[CH:62][CH:63]=3)=[O:29])=[CH:13]2)[C:2]1[CH:7]=[CH:6][CH:5]=[CH:4][CH:3]=1 |f:6.7|. Reported procedure: Palladium on carbon (10%, 46 mg) was added to 25e (230 mg, 0.38 mmol) in anhydrous THF (2.50 mL) and the solution was placed under an atmosphere of H2. After 12 hours, the solution was filtered through SiO2 (1:1 CH2Cl2:Acetone) and the eluent was concentrated to afford a yellow solid, which was used without further purification (177 mg, 99%). EDCI (61.5 mg, 0.32 mmol) and 1H-indole-2-carboxylic acid (41.4 mg, 0.26 mmol) were added to the amine (60.0 mg, 0.13 mmol) in 30% pyridine/CH2Cl2 (3.50 mL... Reaction SMILES: [B-:28]([F:29])([F:30])([F:31])[F:32].[C:1]([CH3:2])([CH3:3])([CH3:4])[O:5][C:6](=[O:7])[n:8]1[c:9]([C:25](=[O:26])[OH:27])[cH:10][c:11]2[c:12]1[n:13][cH:14][c:15]([O:17][CH2:18][c:19]1[cH:20][cH:21][cH:22][cH:23][cH:24]1)[cH:16]2.[C:68](=[O:69])([OH:70])[O-:71].[CH:59]([N:60]([CH2:61][CH3:62])[CH:63]([CH3:64])[CH3:65])([CH3:66])[CH3:67].[ClH:50].[F:51][C:52]1([F:58])[CH2:53][CH2:54][NH:55][CH2:56][CH2:57]1.[Na+:72].[O:73]=[CH:74][N:75]([CH3:76])[CH3:77].[n:33]1([O:34][C:35]([N:36]([CH3:37])[CH3:38])=[N+:39]([CH3:40])[CH3:41])[c:42]2[cH:43][cH:44][cH:45][cH:46][c:47]2[n:48][n:49]1>>[C:1]([CH3:2])([CH3:3])([CH3:4])[O:5][C:6](=[O:7])[n:8]1[c:9]([C:25](=[O:26])[N:55]2[CH2:54][CH2:53][C:52]([F:51])([F:58])[CH2:57][CH2:56]2)[cH:10][c:11]2[c:12]1[n:13][cH:14][c:15]([O:17][CH2:18][c:19]1[cH:20][cH:21][cH:22][cH:23][cH:24]1)[cH:16]2. Reactants: F[B-](F)(F)F, CC(C)(C)OC(=O)n1c(C(=O)O)cc2cc(OCc3ccccc3)cnc21, O=C([O-])O, CCN(C(C)C)C(C)C, Cl, FC1(F)CCNCC1, [Na+], CN(C)C=O, CN(C)C(On1nnc2ccccc21)=[N+](C)C. The product is CC(C)(C)OC(=O)n1c(C(=O)N2CCC(F)(F)CC2)cc2cc(OCc3ccccc3)cnc21. Reactants: [N+](=O)([O-])C1=NN2C(CNCC2)=C1 (2-nitro-4,5,6,7-tetrahydropyrazolo[1,5-a]pyrazine), BrC=1C=C(C(N(C1)C)=O)NC1=NN2C(CN(CC2)C2COC2)=C1 (5-Bromo-1-methyl-3-(5-(oxetan-3-yl)-4,5,6,7-tetrahydropyrazolo[1,5-a]pyrazin-2-ylamino)pyridin-2(1H)-one), C(=O)([O-])[O-].[K+].[K+] (K2CO3), BrCCOC (1-bromo-2-methoxyethane). Solvent: C(C)#N (acetonitrile). Reaction conditions: temperature 80 celsius. The product is COCCN1CC=2N(CC1)N=C(C2)[N+](=O)[O-] (5-(2-Methoxyethyl)-2-nitro-4,5,6,7-tetrahydropyrazolo[1,5-a]pyrazine). Reaction SMILES: [N+:1]([C:4]1[CH:12]=[C:7]2[CH2:8][NH:9][CH2:10][CH2:11][N:6]2[N:5]=1)([O-:3])=[O:2].BrC1C=C(NC2C=C3CN([CH:31]4[CH2:34][O:33][CH2:32]4)CCN3N=2)C(=O)N(C)C=1.C([O-])([O-])=O.[K+].[K+].BrCCOC>C(#N)C>[CH3:34][O:33][CH2:32][CH2:31][N:9]1[CH2:10][CH2:11][N:6]2[N:5]=[C:4]([N+:1]([O-:3])=[O:2])[CH:12]=[C:7]2[CH2:8]1 |f:2.3.4|. Procedure details: To a solution of 2-nitro-4,5,6,7-tetrahydropyrazolo[1,5-a]pyrazine (190 mg, 1.13 mmol) 125i in acetonitrile (10 mL) was added K2CO3 (311.9 mg, 2.26 mmol) and 1-bromo-2-methoxyethane (188.3 mg, 1.36 mmol). The reaction mixture was heated at 80° C. for 17 h under microwave irradiation. Analysis of reaction mixture by LCMS showed complete conversion to the desired product. The mixture was cooled to room temperature and filtered. The filtrate was concentrated under reduced pressure to afford 304a as... Starting materials: FC(C(=O)O)(F)F (trifluoroacetic acid), C(=O)(O)[O-].[Na+] (NaHCO3), C(C)[SiH](CC)CC (Triethylsilane), FC1=CC2=C(C3(CCC(N(C3=CC2)C)=O)C)C=C1 (8-fluoro-4,10b-dimethyl-1,2,3,4,6,10b-hexahydrobenzo[f]quinolin-3-one). The solvent is C(Cl)Cl (CH2Cl2), C(Cl)Cl (CH2Cl2). Reaction conditions: temperature 0 celsius, time 4 day. Yields the product FC1=CC2=C(C3(CCC(N(C3CC2)C)=O)C)C=C1 (8-fluoro-4,10b-dimethyl-1,2,3,4,4a,5,6,10b-octahydrobenzo[f]quinolin-3-one). As a reaction SMILES: C([SiH](CC)CC)C.[F:8][C:9]1[CH:25]=[CH:24][C:12]2[C:13]3([CH3:23])[C:18](=[CH:19][CH2:20][C:11]=2[CH:10]=1)[N:17]([CH3:21])[C:16](=[O:22])[CH2:15][CH2:14]3.FC(F)(F)C(O)=O.C([O-])(O)=O.[Na+]>C(Cl)Cl>[F:8][C:9]1[CH:25]=[CH:24][C:12]2[C:13]3([CH3:23])[CH:18]([CH2:19][CH2:20][C:11]=2[CH:10]=1)[N:17]([CH3:21])[C:16](=[O:22])[CH2:15][CH2:14]3 |f:3.4|. Procedure details: Triethylsilane (1 ml; 6.12 mmol) was added to 8-fluoro-4,10b-dimethyl-1,2,3,4,6,10b-hexahydrobenzo[f]quinolin-3-one (500 mg; 2.04 mmol) in CH2Cl2 (15 ml) at room temperature. The reaction mixture was cooled to 0° C. and trifluoroacetic acid (2.6 ml) was added. After stirring at room temperature for four days, the reaction mixture was diluted with CH2Cl2 and treated with saturated NaHCO3. The resulting layers were separated and the organic layer was washed with saturated NaHCO3, dried over MgSO4 ...